Dataset: the Open Reaction Database (ORD), a public repository of structured organic reaction records. Task: describe an organic reaction: reactants, conditions, products, and yield The reactants are CSC(C(=O)OC)(C)C1=CC(=CC=C1)C1(OCCO1)C1=CC=CC=C1 (methyl α-methylthio-α-[m-(2-phenyl-1,3-dioxa-2-cyclopentyl)phenyl]propionate), [OH-].[K+] (potassium hydroxide). The reagents and catalysts are [Zn] (zinc), O.O.O.O.O.S(=O)(=O)([O-])[O-].[Cu+2] (copper sulfate pentahydrate). The solvent is O (water), O (water). Product: C1(=CC=CC=C1)C1(OCCO1)C=1C=C(C=CC1)C(C(=O)O)C (α[m-(2-phenyl-1,3-dioxa-2-cyclopentyl)phenyl]propionic acid). As a reaction SMILES: CS[C:3]([C:9]1[CH:14]=[CH:13][CH:12]=[C:11]([C:15]2([C:20]3[CH:25]=[CH:24][CH:23]=[CH:22][CH:21]=3)[O:19][CH2:18][CH2:17][O:16]2)[CH:10]=1)([CH3:8])[C:4]([O:6]C)=[O:5].[OH-].[K+]>[Zn].O.O.O.O.O.S([O-])([O-])(=O)=O.[Cu+2].O>[C:20]1([C:15]2([C:11]3[CH:10]=[C:9]([CH:3]([CH3:8])[C:4]([OH:6])=[O:5])[CH:14]=[CH:13][CH:12]=3)[O:19][CH2:18][CH2:17][O:16]2)[CH:21]=[CH:22][CH:23]=[CH:24][CH:25]=1 |f:1.2,4.5.6.7.8.9.10|. Reported procedure: To 456 mg of methyl α-methylthio-α-[m-(2-phenyl-1,3-dioxa-2-cyclopentyl)phenyl]propionate were added 2.00 g of potassium hydroxide and 10 ml of water. The mixture was heated under reflux with stirring. A mixture of 100 mg of zinc powder and 10 mg of copper sulfate pentahydrate was added three times at 30 minutes' intervals, and the mixture was further heated under reflux for 24 hours with stirring. After cooling, 20 ml of water was added. The insoluble matter was separated by filtration, and was... Reactants: [Cl-].C(C)(C)(C)[SiH](C1=CC=CC=C1)C1=CC=CC=C1 (Tert-butyldiphenylsilane chloride), [C@H]1(C[C@H](O)[C@@H](O1)CO)N1C(=O)NC(=O)C=C1 (1-(2-Deoxy-β-L-threo-pentofuranosyl)uracil). Solvent: N1=CC=CC=C1 (pyridine). Conditions: time 4 hour. The product is [Si](C1=CC=CC=C1)(C1=CC=CC=C1)(C(C)(C)C)OC[C@H]1[C@H](C[C@H](O1)N1C(=O)NC(=O)C=C1)O (1-(5-O-Tert-butyldiphenylsilyl-2-deoxy-β-L-threo-pentofuranosyl)uracil). Yield: 97.8%. RXN SMILES: [Cl-].[C:2]([SiH:6]([C:13]1[CH:18]=[CH:17][CH:16]=[CH:15][CH:14]=1)[C:7]1[CH:12]=[CH:11][CH:10]=[CH:9][CH:8]=1)([CH3:5])([CH3:4])[CH3:3].[C@H:19]1([N:27]2[CH:34]=[CH:33][C:31](=[O:32])[NH:30][C:28]2=[O:29])[O:24][C@@H:23]([CH2:25][OH:26])[C@@H:21]([OH:22])[CH2:20]1>N1C=CC=CC=1>[Si:6]([O:26][CH2:25][C@@H:23]1[O:24][C@H:19]([N:27]2[CH:34]=[CH:33][C:31](=[O:32])[NH:30][C:28]2=[O:29])[CH2:20][C@@H:21]1[OH:22])([C:2]([CH3:5])([CH3:3])[CH3:4])([C:13]1[CH:18]=[CH:17][CH:16]=[CH:15][CH:14]=1)[C:7]1[CH:8]=[CH:9][CH:10]=[CH:11][CH:12]=1 |f:0.1|. Procedure details: Tert-butyldiphenylsilane chloride (0.9 ml; 3.50 mmol) is added to a solution of 7a (0.6 g; 2.63 mmol) in anhydrous pyridine (8 ml). The solution is stirred for 4 h at room temperature and then the solvent is evaporated under reduced pressure. Water and dichloromethane are added. The organic phase is separated, washed successively with a saturated aqueous sodium hydrogen carbonate solution and water, dried over sodium sulfate and filtered. After evaporation to dryness, the residue is chromatograp... Starting materials: ClC1=CC=C(C=C1)N1N=C2CCCCC2=C1C(/C=C/C1=CC=C(C(=O)O)C=C1)C1CCCCC1 ([rac]-4-{(E)-3-[2-(4-chloro-phenyl)-4,5,6,7-tetrahydro-2H-indazol-3-yl]-3-cyclohexyl-propenyl}-benzoic acid), CO (MeOH). The reagents and catalysts are [Pd] (Pd). Solvent: CCOC(=O)C (EtOAc). Conditions: time 1 hour. The product is C1(CCCCC1)C(CCC1=CC=C(C(=O)O)C=C1)C=1N(N=C2CCCCC12)C1=CC=CC=C1 ([rac]-4-[3-Cyclohexyl-3-(2-phenyl-4,5,6,7-tetrahydro-2H-indazol-3-yl)-propyl]-benzoic acid). RXN SMILES: Cl[C:2]1[CH:7]=[CH:6][C:5]([N:8]2[C:16]([CH:17]([CH:29]3[CH2:34][CH2:33][CH2:32][CH2:31][CH2:30]3)/[CH:18]=[CH:19]/[C:20]3[CH:28]=[CH:27][C:23]([C:24]([OH:26])=[O:25])=[CH:22][CH:21]=3)=[C:15]3[C:10]([CH2:11][CH2:12][CH2:13][CH2:14]3)=[N:9]2)=[CH:4][CH:3]=1.CO>CCOC(C)=O.[Pd]>[CH:29]1([CH:17]([C:16]2[N:8]([C:5]3[CH:4]=[CH:3][CH:2]=[CH:7][CH:6]=3)[N:9]=[C:10]3[C:15]=2[CH2:14][CH2:13][CH2:12][CH2:11]3)[CH2:18][CH2:19][C:20]2[CH:28]=[CH:27][C:23]([C:24]([OH:26])=[O:25])=[CH:22][CH:21]=2)[CH2:34][CH2:33][CH2:32][CH2:31][CH2:30]1. Procedure details: To a solution of [rac]-4-{(E)-3-[2-(4-chloro-phenyl)-4,5,6,7-tetrahydro-2H-indazol-3-yl]-3-cyclohexyl-propenyl}-benzoic acid (0.227 mmol; example 67.3) in 3 ml EtOAc was added 30 mg Pd (5%) on charcoal. 3 ml MeOH was added. The reaction mixture was vigorously stirred at room temperature under 1.5 bar H2 pressure for 1 hours. The reaction mixture was filtrated over dicalite and concentrated under vacuum. The residue was purified by preparative HPLC to give the title compound. The reactants are O (water), C(CC)[C@@H]1CC[C@H](CC1)CC[C@@H]1CC[C@H](CC1)C1=CC=CC=C1 ((trans-4-(2-(trans-4-n-propylcyclohexyl)ethyl)cyclohexyl)benzene), C(C(=O)Cl)(=O)Cl (oxalyl chloride), [Cl-].[Al+3].[Cl-].[Cl-] (aluminum chloride). Solvent: C(Cl)Cl (methylene chloride). Run at temperature 0 celsius. The product is C(CC)[C@@H]1CC[C@H](CC1)CC[C@@H]1CC[C@H](CC1)C1=C(C(=O)Cl)C=CC=C1 ((trans-4-(2-(trans-4-n-propylcyclohexyl)ethyl)cyclohexyl)benzoylchloride). Isolated yield 58.8%. Reaction SMILES: [CH2:1]([C@H:4]1[CH2:9][CH2:8][C@H:7]([CH2:10][CH2:11][C@H:12]2[CH2:17][CH2:16][C@H:15]([C:18]3[CH:23]=[CH:22][CH:21]=[CH:20][CH:19]=3)[CH2:14][CH2:13]2)[CH2:6][CH2:5]1)[CH2:2][CH3:3].[Cl-].[Al+3].[Cl-].[Cl-].C(Cl)(=O)[C:29]([Cl:31])=[O:30].O>C(Cl)Cl>[CH2:1]([C@H:4]1[CH2:9][CH2:8][C@H:7]([CH2:10][CH2:11][C@H:12]2[CH2:17][CH2:16][C@H:15]([C:18]3[CH:19]=[CH:20][CH:21]=[CH:22][C:23]=3[C:29]([Cl:31])=[O:30])[CH2:14][CH2:13]2)[CH2:6][CH2:5]1)[CH2:2][CH3:3] |f:1.2.3.4|. Reported procedure: Solution prepared by dissolving 25.5 g of (trans-4-(2-(trans-4-n-propylcyclohexyl)ethyl)cyclohexyl)benzene in 200 ml of methylene chloride was cooled to 0° C., and 24 g of aluminum chloride was added to the solution and stirred. To the solution was added dropwise little by little 21.5 g of oxalyl chloride, and its temperature was raised to room temperature and stirred for 2 hours. After finishing of the reaction, it was added to 500 ml of water and extracted with 200 ml of methylene chloride. Or... Run in C1CCOC1 (THF), C(C)(=O)OCC (ethyl acetate). As a reaction SMILES: [C:1]([C:3]1[CH:12]=[C:11]2[C:6]([CH2:7][CH2:8][CH2:9][CH:10]2O)=[CH:5][CH:4]=1)#[N:2].[NH:14]1[CH:18]=[C:17]([C:19]([O:21][CH:22]([CH3:24])[CH3:23])=[O:20])[N:16]=[CH:15]1.C1(P(C2C=CC=CC=2)C2C=CC=CC=2)C=CC=CC=1.N(C(OC(C)C)=O)=NC(OC(C)C)=O>C1COCC1.C(OCC)(=O)C>[CH:22]([O:21][C:19]([C:17]1[N:16]([CH:10]2[C:11]3[C:6](=[CH:5][CH:4]=[C:3]([C:1]#[N:2])[CH:12]=3)[CH2:7][CH2:8][CH2:9]2)[CH:15]=[N:14][CH:18]=1)=[O:20])([CH3:24])[CH3:23]. Procedure details: To a suspension of 7-cyano-1,2,3,4-tetrahydro-naphthalen-1-ol (0.298 g, 1.72 mmol) and isopropyl 4-imidazolecarboxylate (0.185 g, 1.204 mmol), which can be prepared as described in Example 1, in THF (10 mL) at 0° C. is added triphenylphosphine (0.451 g, 1.72 mmol), followed by diisopropyl azodicarboxylate (94%, 0.369 g, 1.72 mmol). After 1 hour the mixture is diluted with ethyl acetate and washed with water. The organic phase is dried over MgSO4, filtered and concentrated. The resulting residue ... Starting materials: N(=NC(=O)OC(C)C)C(=O)OC(C)C (diisopropyl azodicarboxylate), C(#N)C1=CC=C2CCCC(C2=C1)O (7-cyano-1,2,3,4-tetrahydro-naphthalen-1-ol), N1C=NC(=C1)C(=O)OC(C)C (isopropyl 4-imidazolecarboxylate), C1(=CC=CC=C1)P(C1=CC=CC=C1)C1=CC=CC=C1 (triphenylphosphine). The product is C(C)(C)OC(=O)C=1N(C=NC1)C1CCCC2=CC=C(C=C12)C#N (3-(7-cyano-1,2,3,4-tetrahydro-naphthalen-1-yl)-3H-imidazole-4-carboxylic acid isopropyl ester). Reactants: O (water), ClC=1C=C2C(C(NC2=CC1)=O)(NCCO[Si](C)(C)C)C1=C(C=CC=C1)Cl (5-chloro-3-(2-chlorophenyl)-1,3-dihydro-3-[[2-(trimethylsilyloxy)ethyl]amino]indol-2-one), C(C)N(C(NC1=CC=C(C=C1)S(=O)(=O)Cl)=O)CC (4-(N',N'-diethylureido)benzenesulfonyl chloride), [H-].[Na+] (sodium hydride). Procedure: A solution of 1.084 g of 5-chloro-3-(2-chlorophenyl)-1,3-dihydro-3-[[2-(trimethylsilyloxy)ethyl]amino]indol-2-one in 20 ml of DMF is cooled to 0° C. under an argon atmosphere and 0.111 g of sodium hydride as a 60% dispersion in oil is added. After stirring for 25 minutes, 0.78 g of 4-(N',N'-diethylureido)benzenesulfonyl chloride is added and the reaction mixture is stirred for 3 hours at RT. It is poured into water and extracted with AcOEt, the organic phase is washed with water and with a satur... Yield: 32.2%. Conditions: time 25 minute. Reaction SMILES: [Cl:1][C:2]1[CH:3]=[C:4]2[C:8](=[CH:9][CH:10]=1)[NH:7][C:6](=[O:11])[C:5]2([C:20]1[CH:25]=[CH:24][CH:23]=[CH:22][C:21]=1[Cl:26])[NH:12][CH2:13][CH2:14][O:15][Si](C)(C)C.[H-].[Na+].[CH2:29]([N:31]([CH2:45][CH3:46])[C:32](=[O:44])[NH:33][C:34]1[CH:39]=[CH:38][C:37]([S:40](Cl)(=[O:42])=[O:41])=[CH:36][CH:35]=1)[CH3:30].O>CN(C=O)C>[Cl:1][C:2]1[CH:3]=[C:4]2[C:8](=[CH:9][CH:10]=1)[N:7]([S:40]([C:37]1[CH:36]=[CH:35][C:34]([NH:33][C:32]([N:31]([CH2:45][CH3:46])[CH2:29][CH3:30])=[O:44])=[CH:39][CH:38]=1)(=[O:42])=[O:41])[C:6](=[O:11])[C:5]2([C:20]1[CH:25]=[CH:24][CH:23]=[CH:22][C:21]=1[Cl:26])[NH:12][CH2:13][CH2:14][OH:15] |f:1.2|. The product is ClC=1C=C2C(C(N(C2=CC1)S(=O)(=O)C1=CC=C(C=C1)NC(=O)N(CC)CC)=O)(NCCO)C1=C(C=CC=C1)Cl (5-Chloro-3-(2-chlorophenyl)-1-[4-(N',N'-diethylureido)benzenesulfonyl]-1,3-dihydro-3-[(2-hydroxyethyl)amino]indol-2-one). The solvent is CN(C)C=O (DMF).